Dataset: the Open Reaction Database (ORD), a public repository of structured organic reaction records. Task: describe an organic reaction: reactants, conditions, products, and yield As a reaction SMILES: C1C=CC([C:7]2[CH:8]=[CH:9][C:10]([CH:13]([N:20]3[CH:24]=[N:23][CH:22]=[CH:21]3)C3C=CC=CC=3)=[CH:11][CH:12]=2)=CC=1.N1C=CN=C1.C1(C(Cl)=[O:37])C=CC=CC=1>>[C:13]([N:20]1[CH:21]=[CH:22][N:23]=[CH:24]1)(=[O:37])[C:10]1[CH:9]=[CH:8][CH:7]=[CH:12][CH:11]=1. Procedure: Bifonazole has also been prepared by benzoylation of imidazole with PhCOCl, yielding 74.7% of 1-benzoylimidazole which is subject to react with Gringnard's reactant 4-PhC6H4MgBr followed by a tosylation and subsequent reduction with sodium cyanoborohydride in hexamethylphosphoramide, to yield 68.2% Bifonazole (Es. Patent 539,345). Product: C(C1=CC=CC=C1)(=O)N1C=NC=C1 (1-benzoylimidazole). The reactants are C=1C=CC(=CC1)C=2C=CC(=CC2)C(C=3C=CC=CC3)N4C=CN=C4 (Bifonazole), N1C=NC=C1 (imidazole), C1(=CC=CC=C1)C(=O)Cl (PhCOCl). Isolated yield 74.7%. The reactants are [N+](=O)([O-])[O-].[K+] (KNO3), BrC1=CC2=C(N=C(N2)O)C=C1 (5-bromo-2-hydroxybenzimidazole), ice. The solvent is OS(=O)(=O)O (H2SO4). Run at temperature 0 celsius, time 3 hour. The product is [N+](=O)([O-])C1=CC2=C(N=C(N2)O)C=C1Br (5-nitro-6-bromo-2-hydroxybenzimidazole). Yield: 81.5%. Reaction SMILES: [Br:1][C:2]1[CH:11]=[CH:10][C:5]2[N:6]=[C:7]([OH:9])[NH:8][C:4]=2[CH:3]=1.[N+:12]([O-])([O-:14])=[O:13].[K+]>OS(O)(=O)=O>[N+:12]([C:11]1[C:2]([Br:1])=[CH:3][C:4]2[N:8]=[C:7]([OH:9])[NH:6][C:5]=2[CH:10]=1)([O-:14])=[O:13] |f:1.2|. Reported procedure: The procedure of Cheesman, G. W. H., J. Chem. Soc. 1170 (1962), was adapted. To a stirred suspension of 5-bromo-2-hydroxybenzimidazole (105 mg, 0.49 mmol) in concentrated H2SO4 (1 mL) at 0° C. for 30 min was added KNO3 (58.5 mg, 0.58 mmol, Baker) in one portion. The mixture was stirred at 0° C. for 3 h then at room temperature for one day. The mixture became a red solution. Then it was poured into ice (30 g) resulting in the separation of a brown precipitate, which was collected by filtration an... Reactants: [Li]CCCC, CN(C)CCN(C)C, COc1ccc(NC(=O)OC(C)(C)C)c(OC)n1, CCOCC, COC(=O)Cl. The product is COC(=O)c1cc(OC)nc(OC)c1NC(=O)OC(C)(C)C. RXN SMILES: [CH2:27]([Li:28])[CH2:29][CH2:30][CH3:31].[CH3:19][N:20]([CH3:21])[CH2:22][CH2:23][N:24]([CH3:25])[CH3:26].[CH3:1][O:2][c:3]1[n:4][c:5]([O:17][CH3:18])[cH:6][cH:7][c:8]1[NH:9][C:10]([O:11][C:12]([CH3:13])([CH3:14])[CH3:15])=[O:16].[CH3:37][CH2:38][O:39][CH2:40][CH3:41].[Cl:32][C:33](=[O:34])[O:35][CH3:36]>>[CH3:1][O:2][c:3]1[n:4][c:5]([O:17][CH3:18])[cH:6][c:7]([C:33](=[O:34])[O:35][CH3:36])[c:8]1[NH:9][C:10]([O:11][C:12]([CH3:13])([CH3:14])[CH3:15])=[O:16]. The reactants are CCCCCCCCCCCCCCCC(=O)OC, [K+], [OH-], CCCCCCCCCCCCCCCCCCNCC(O)CO. Product: CCCCCCCCCCCCCCCCCCN(CC(O)CO)C(=O)CCCCCCCCCCCCCCC. As a reaction SMILES: [C:27]([CH2:28][CH2:29][CH2:30][CH2:31][CH2:32][CH2:33][CH2:34][CH2:35][CH2:36][CH2:37][CH2:38][CH2:39][CH2:40][CH2:41][CH3:42])(=[O:43])[O:44][CH3:45].[K+:26].[OH-:25].[OH:1][CH:2]([CH2:3][NH:4][CH2:5][CH2:6][CH2:7][CH2:8][CH2:9][CH2:10][CH2:11][CH2:12][CH2:13][CH2:14][CH2:15][CH2:16][CH2:17][CH2:18][CH2:19][CH2:20][CH2:21][CH3:22])[CH2:23][OH:24]>>[OH:1][CH:2]([CH2:3][N:4]([CH2:5][CH2:6][CH2:7][CH2:8][CH2:9][CH2:10][CH2:11][CH2:12][CH2:13][CH2:14][CH2:15][CH2:16][CH2:17][CH2:18][CH2:19][CH2:20][CH2:21][CH3:22])[C:27]([CH2:28][CH2:29][CH2:30][CH2:31][CH2:32][CH2:33][CH2:34][CH2:35][CH2:36][CH2:37][CH2:38][CH2:39][CH2:40][CH2:41][CH3:42])=[O:43])[CH2:23][OH:24]. The reactants are [Cl-].[NH4+] (ammonium chloride), C(=O)C=1C=C(C(N2C=CC=CC12)=O)C(=O)OCC (ethyl 1-formyl-4-oxo-4H-quinolizine-3-carboxylate), C1CCOC1 (THF), C1(=CC=CC=C1)[Mg]Br (phenylmagnesium bromide). Run in C(Cl)Cl (CH2Cl2). Reaction conditions: time 30 minute. The product is OC(C=1C=C(C(N2C=CC=CC12)=O)C(=O)OCC)C1=CC=CC=C1 (ethyl 1-[hydroxy(phenyl)methyl]-4-oxo-4H-quinolizine-3-carboxylate). As a reaction SMILES: [CH:1]([C:3]1[CH:4]=[C:5]([C:14]([O:16][CH2:17][CH3:18])=[O:15])[C:6](=[O:13])[N:7]2[C:12]=1[CH:11]=[CH:10][CH:9]=[CH:8]2)=[O:2].C1COCC1.[C:24]1([Mg]Br)[CH:29]=[CH:28][CH:27]=[CH:26][CH:25]=1.[Cl-].[NH4+]>C(Cl)Cl>[OH:2][CH:1]([C:24]1[CH:29]=[CH:28][CH:27]=[CH:26][CH:25]=1)[C:3]1[CH:4]=[C:5]([C:14]([O:16][CH2:17][CH3:18])=[O:15])[C:6](=[O:13])[N:7]2[C:12]=1[CH:11]=[CH:10][CH:9]=[CH:8]2 |f:3.4|. Procedure: To a solution of ethyl 1-formyl-4-oxo-4H-quinolizine-3-carboxylate (0.400 mg, 1.63 mmol) in 30 mL 1:1 THF:CH2Cl2 at −20° C. was added phenylmagnesium bromide (0.979 mL, 1.96 mmol, 2.0 M in THF) dropwise. The reaction was allowed to warm to rt. After 30 minutes, saturated aqueous ammonium chloride was added, and the mixture was filtered and concentrated to provide crude ethyl 1-[hydroxy(phenyl)methyl]-4-oxo-4H-quinolizine-3-carboxylate as a yellow solid. To a solution of the resultant residue (11... Starting materials: FC=1C=C(OC\C(=C/CNC(OC(C)(C)C)=O)\F)C=CC1F ((E)-tert-butyl 4-(3,4-difluorophenoxy)-3-fluorobut-2-enylcarbamate), FC(C(=O)O)(F)F (trifluoroacetic acid), C(Cl)Cl (CH2Cl2). Run at time 2 hour. Yields the product Cl.FC=1C=C(OC\C(=C/CN)\F)C=CC1F ((E)-4-(3,4-difluorophenoxy)-3-fluorobut-2-en-1-amine hydrochloride). RXN SMILES: [F:1][C:2]1[CH:3]=[C:4]([CH:19]=[CH:20][C:21]=1[F:22])[O:5][CH2:6]/[C:7](/[F:18])=[CH:8]\[CH2:9][NH:10]C(=O)OC(C)(C)C.FC(F)(F)C(O)=O.C(Cl)[Cl:31]>>[ClH:31].[F:1][C:2]1[CH:3]=[C:4]([CH:19]=[CH:20][C:21]=1[F:22])[O:5][CH2:6]/[C:7](/[F:18])=[CH:8]\[CH2:9][NH2:10] |f:3.4|. Procedure: To a stirred solution of (E)-tert-butyl 4-(3,4-difluorophenoxy)-3-fluorobut-2-enylcarbamate (0.061 g, 0.19 mmol [synthesized from (E)-tert-butyl 3-fluoro-4-hydroxybut-2-enylcarbamate and 3,4-difluorophenol following procedure F]) in CH2Cl2 (4.5 mL) at room temperature was added trifluoroacetic acid (0.5 mL). The reaction mixture was allowed to stir for 2 h until no further starting material remained by thin layer chromatography analysis. The solvent was then removed under reduced pressure and th... The reactants are CCOC(=O)C(C)(C)Oc1ccc(OCCc2nc(-c3cccc(-c4cccc5ccccc45)c3)oc2C)cc1, CCOC(C)=O, CCO, Cl, [Na+], [OH-]. The product is Cc1oc(-c2cccc(-c3cccc4ccccc34)c2)nc1CCOc1ccc(OC(C)(C)C(=O)O)cc1. Reaction SMILES: [CH2:1]([CH3:2])[O:3][C:4]([C:5]([CH3:6])([O:7][c:8]1[cH:9][cH:10][c:11]([O:14][CH2:15][CH2:16][c:17]2[n:18][c:19](-[c:23]3[cH:24][c:25](-[c:29]4[cH:30][cH:31][cH:32][c:33]5[cH:34][cH:35][cH:36][cH:37][c:38]45)[cH:26][cH:27][cH:28]3)[o:20][c:21]2[CH3:22])[cH:12][cH:13]1)[CH3:39])=[O:40].[CH3:44][CH2:45][O:46][C:47](=[O:48])[CH3:49].[CH3:50][CH2:51][OH:52].[ClH:43].[Na+:42].[OH-:41]>>[O:3]=[C:4]([C:5]([CH3:6])([O:7][c:8]1[cH:9][cH:10][c:11]([O:14][CH2:15][CH2:16][c:17]2[n:18][c:19](-[c:23]3[cH:24][c:25](-[c:29]4[cH:30][cH:31][cH:32][c:33]5[cH:34][cH:35][cH:36][cH:37][c:38]45)[cH:26][cH:27][cH:28]3)[o:20][c:21]2[CH3:22])[cH:12][cH:13]1)[CH3:39])[OH:40].